This data is from the Open Reaction Database (ORD), a public repository of structured organic reaction records. The task is: describe an organic reaction: reactants, conditions, products, and yield The reactants are ClC=1C=C(C=CC1F)OC1=CC=C(N)C=C1 (4-[(3-chloro-4-fluorophenyl)oxy]aniline), ClC=1C=C(C=CC1F)OC1=CC=C(N)C=C1 (4-[(3-chloro-4-fluorophenyl)oxy]aniline), ClC(Cl)(OC(OC(Cl)(Cl)Cl)=O)Cl (triphosgene), CCN(C(C)C)C(C)C (DIPEA), CCN(C(C)C)C(C)C (DIPEA), N[C@H](C)C(=O)O (D-Alanine). Solvent: ClCCl (dichloromethane), C1CCOC1 (THF), C1CCOC1 (THF). Reaction conditions: time 2 hour. Yields the product ClC=1C=C(C=CC1F)OC1=CC=C(C=C1)NC(=O)N[C@H](C)C(=O)O (N-[({4-[(3-chloro-4-fluorophenyl)oxy]phenyl}amino)carbonyl]-D-alanine). Yield: 302.4%. Reaction SMILES: [Cl:1][C:2]1[CH:3]=[C:4]([O:9][C:10]2[CH:16]=[CH:15][C:13]([NH2:14])=[CH:12][CH:11]=2)[CH:5]=[CH:6][C:7]=1[F:8].Cl[C:18](Cl)([O:20]C(=O)OC(Cl)(Cl)Cl)Cl.CCN(C(C)C)C(C)C.[NH2:38][C@@H:39]([C:41]([OH:43])=[O:42])[CH3:40]>ClCCl.C1COCC1>[Cl:1][C:2]1[CH:3]=[C:4]([O:9][C:10]2[CH:16]=[CH:15][C:13]([NH:14][C:18]([NH:38][C@@H:39]([C:41]([OH:43])=[O:42])[CH3:40])=[O:20])=[CH:12][CH:11]=2)[CH:5]=[CH:6][C:7]=1[F:8]. Procedure details: To a solution of 4-[(3-chloro-4-fluorophenyl)oxy]aniline (Intermediate 8, 237 mg) and triphosgene (99 mg, 0.33 mmol) in 15 mL of dichloromethane was added DIPEA (155 mg, 1.2 mmol) and the mixture was stirred at room temperature for 2 hours. Then the solvent was evaporated to give a residue. The residue was dissolved in 5 mL of THF and was transferred to a mixture of DIPEA (65 mg, 0.5 mmol, Acros) and D-Alanine (89 mg, 1 mmol) in 5 mL of THF. The whole reaction mixture was stirred at room tempera... Starting materials: [K].N1N=CN=C1 (1,2,4-triazole potassium salt), CN(C=O)C (dimethylformamide), CN(C=O)C (dimethylformamide), C(C)(C)(C)C1(OCC(O1)(OC1=C(C=C(C=C1)Cl)Cl)C)CBr (2-tert-butyl-2-bromomethyl-4-(2,4-dichlorophenoxy)-methyl-1,3-dioxolane). Conditions: time 24 hour. Product: C(C)(C)(C)C1(OC(C(O1)(OC1=C(C=C(C=C1)Cl)Cl)C)C)N1N=CN=C1 (2-Tert-butyl-2-(1H-1,2,4-triazol-1-yl)-methyl-4-(2,4-dichlorophenoxy)-methyl-1,3-dioxolane). RXN SMILES: [K].[NH:2]1[CH:6]=[N:5][CH:4]=[N:3]1.[C:7]([C:11]1(CBr)[O:15][C:14]([CH3:25])([O:16][C:17]2[CH:22]=[CH:21][C:20]([Cl:23])=[CH:19][C:18]=2[Cl:24])[CH2:13][O:12]1)([CH3:10])([CH3:9])[CH3:8].[CH3:28]N(C)C=O>>[C:7]([C:11]1([N:2]2[CH:6]=[N:5][CH:4]=[N:3]2)[O:15][C:14]([CH3:25])([O:16][C:17]2[CH:22]=[CH:21][C:20]([Cl:23])=[CH:19][C:18]=2[Cl:24])[CH:13]([CH3:28])[O:12]1)([CH3:8])([CH3:9])[CH3:10] |f:0.1,^1:0|. Procedure details: 3.5 g of 1,2,4-triazole potassium salt in 100 ml of absolute dimethylformamide are heated to 100°. To the hot solution are added dropwise 9 g of 2-tert-butyl-2-bromomethyl-4-(2,4-dichlorophenoxy)-methyl-1,3-dioxolane dissolved in 50 ml of absolute dimethylformamide. The reaction mixture is subsequently stirred for 24 hours at 130°; the solvent is then removed in vacuo and the residue is extracted with diethyl ether; the ether phase is washed with water and dried over sodium sulfate. The yield af...